From a dataset of the Open Reaction Database (ORD), a public repository of structured organic reaction records. describe an organic reaction: reactants, conditions, products, and yield RXN SMILES: [C:40]([Cl:41])(=[O:42])[O:43][CH2:44][CH3:45].[CH2:1]([NH+:2]([CH2:3][CH3:4])[CH2:5][CH3:6])[CH3:7].[CH2:46]1[CH2:47][O:48][CH2:49][CH2:50][NH:51]1.[Cl:8][c:9]1[cH:10][c:11]([C:25]([c:26]2[cH:27][cH:28][c:29]([O:32][CH3:33])[cH:30][cH:31]2)=[O:34])[c:12](-[n:15]2[n:16][c:17]([C:22](=[O:23])[OH:24])[n:18][c:19]2[CH2:20][Cl:21])[cH:13][cH:14]1.[O:35]1[CH2:36][CH2:37][CH2:38][CH2:39]1.[OH2:52]>>[Cl:8][c:9]1[cH:10][c:11]([C:25]([c:26]2[cH:27][cH:28][c:29]([O:32][CH3:33])[cH:30][cH:31]2)=[O:34])[c:12](-[n:15]2[n:16][c:17]([C:22](=[O:23])[N:51]3[CH2:46][CH2:47][O:48][CH2:49][CH2:50]3)[n:18][c:19]2[CH2:20][Cl:21])[cH:13][cH:14]1. The reactants are CCOC(=O)Cl, CC[NH+](CC)CC, C1COCCN1, COc1ccc(C(=O)c2cc(Cl)ccc2-n2nc(C(=O)O)nc2CCl)cc1, C1CCOC1, O. Product: COc1ccc(C(=O)c2cc(Cl)ccc2-n2nc(C(=O)N3CCOCC3)nc2CCl)cc1. The reactants are BrC1=C2C(N(C(=NC2=CC=C1)CCl)CC1=C(C=CC=C1)Cl)=O (5-bromo-3-(2-chlorobenzyl)-2-(chloromethyl)quinazolin-4(3H)-one), C([O-])([O-])=O.[K+].[K+] (potassium carbonate), NC1=C2C(=NC=N1)NN=C2C2=CC(=C(C=C2)O)F (4-(4-amino-1H-pyrazolo[3,4-d]pyrimidin-3-yl)-2-fluorophenol). Solvent: CN(C)C=O (DMF), CN(C)C=O (DMF). Run at time 18 hour. Product: NC1=C2C(=NC=N1)N(N=C2C2=CC(=C(C=C2)O)F)CC2=NC1=CC=CC(=C1C(N2CC2=C(C=CC=C2)Cl)=O)Br (2-((4-Amino-3-(3-fluoro-4-hydroxyphenyl)-1H-pyrazolo[3,4-d]pyrimidin-1-yl)methyl)-5-bromo-3-(2-chlorobenzyl)quinazolin-4(3H)-one), Intermediate D. Yield: 27.0%. Reaction SMILES: [Br:1][C:2]1[CH:11]=[CH:10][CH:9]=[C:8]2[C:3]=1[C:4](=[O:22])[N:5]([CH2:14][C:15]1[CH:20]=[CH:19][CH:18]=[CH:17][C:16]=1[Cl:21])[C:6]([CH2:12]Cl)=[N:7]2.C(=O)([O-])[O-].[K+].[K+].[NH2:29][C:30]1[N:35]=[CH:34][N:33]=[C:32]2[NH:36][N:37]=[C:38]([C:39]3[CH:44]=[CH:43][C:42]([OH:45])=[C:41]([F:46])[CH:40]=3)[C:31]=12>CN(C=O)C>[NH2:29][C:30]1[N:35]=[CH:34][N:33]=[C:32]2[N:36]([CH2:12][C:6]3[N:5]([CH2:14][C:15]4[CH:20]=[CH:19][CH:18]=[CH:17][C:16]=4[Cl:21])[C:4](=[O:22])[C:3]4[C:8](=[CH:9][CH:10]=[CH:11][C:2]=4[Br:1])[N:7]=3)[N:37]=[C:38]([C:39]3[CH:44]=[CH:43][C:42]([OH:45])=[C:41]([F:46])[CH:40]=3)[C:31]=12 |f:1.2.3|. Reported procedure: To a stirred mixture of compound (8) (200 mg, 0.502 mmol) and potassium carbonate (83 mg, 0.60 mmol) in DMF (2.0 mL) was added a solution of 4-(4-amino-1H-pyrazolo[3,4-d]pyrimidin-3-yl)-2-fluorophenol (see Table 1, below) (148 mg, 0.602 mmol) in DMF (2.0 mL) and the reaction mixture stirred at RT for 18 hr. The solvent was removed in vacuo and the crude material was purified by flash column chromatography, eluting with 5% methanol in DCM, to afford the title compound, Intermediate D (81 mg, 27%)... Starting materials: N[C@@H](/C=C/C#N)CC1=CC=CC=C1 ((R,E)-4-Amino-5-phenylpent-2-enenitrile), FC(OC1=C(C=CC=C1)S(=O)(=O)Cl)(F)F (2-(trifluoromethoxy)benzene-1-sulfonyl chloride), TEA, Cl (HCl). Solvent: C(Cl)Cl (DCM), C(Cl)Cl (DCM). Run at time 12 hour. Yields the product C(#N)/C=C/[C@@H](CC1=CC=CC=C1)NS(=O)(=O)C1=C(C=CC=C1)OC(F)(F)F ((R,E)-N-(4-Cyano-1-phenylbut-3-en-2-yl)-2-(trifluoromethoxy)benzenesulfonamide). The yield is 73.1%. As a reaction SMILES: [NH2:1][C@H:2]([CH2:7][C:8]1[CH:13]=[CH:12][CH:11]=[CH:10][CH:9]=1)/[CH:3]=[CH:4]/[C:5]#[N:6].[F:14][C:15]([F:28])([F:27])[O:16][C:17]1[CH:22]=[CH:21][CH:20]=[CH:19][C:18]=1[S:23](Cl)(=[O:25])=[O:24].Cl>C(Cl)Cl>[C:5](/[CH:4]=[CH:3]/[C@H:2]([NH:1][S:23]([C:18]1[CH:19]=[CH:20][CH:21]=[CH:22][C:17]=1[O:16][C:15]([F:14])([F:27])[F:28])(=[O:25])=[O:24])[CH2:7][C:8]1[CH:13]=[CH:12][CH:11]=[CH:10][CH:9]=1)#[N:6]. Procedure: To a solution of compound 31f (2.5 g, 14.5 mmol) in DCM (100 mL) was added 2-(trifluoromethoxy)benzene-1-sulfonyl chloride (4.2 g, 16.0 mmol) and TEA (4.4 g, 3.5 mmol). The mixture was stirred at rt for 12 h, then DCM (50 mL) and 2N HCl (20 mL) were added to the mixture. The organic layer was separated and washed with brine and dried over anhydrous Na2SO4. After filtration, the filtrate was evaporated and the residue was purified by CC (hexane/EA=5:1) to give compound 31g (4.2 g, 74% yield). The reactants are C(C)(=O)N1C[C@H]([C@H](C1)OCC)NC1=NC(=C(N=C1CC)C1=C(C=C(C=C1)Cl)Cl)CC (N-[(cis)-1-acetyl-4-ethoxypyrrolidin-3-yl]-5-(2,4-dichlorophenyl)-3,6-diethylpyrazin-2-amine), C(CC)(=O)Cl (propionyl chloride). Yields the product ClC1=C(C=CC(=C1)Cl)C=1N=C(C(=NC1CC)N[C@@H]1CN(C[C@@H]1OCC)C(CC)=O)CC (5-(2,4-dichlorophenyl)-N-[(cis)-4-ethoxy-1-propionylpyrrolidin-3-yl]-3,6-diethylpyrazin-2-amine). As a reaction SMILES: [C:1]([N:4]1[CH2:8][C@H:7]([O:9][CH2:10][CH3:11])[C@H:6]([NH:12][C:13]2[C:18]([CH2:19][CH3:20])=[N:17][C:16]([C:21]3[CH:26]=[CH:25][C:24]([Cl:27])=[CH:23][C:22]=3[Cl:28])=[C:15]([CH2:29][CH3:30])[N:14]=2)[CH2:5]1)(=[O:3])[CH3:2].[C:31](Cl)(=O)CC>>[Cl:28][C:22]1[CH:23]=[C:24]([Cl:27])[CH:25]=[CH:26][C:21]=1[C:16]1[N:17]=[C:18]([CH2:19][CH3:20])[C:13]([NH:12][C@H:6]2[C@@H:7]([O:9][CH2:10][CH3:11])[CH2:8][N:4]([C:1](=[O:3])[CH2:2][CH3:31])[CH2:5]2)=[N:14][C:15]=1[CH2:29][CH3:30]. Reported procedure: Following the procedure for the preparation of N-[(cis)-1-acetyl-4-ethoxypyrrolidin-3-yl]-5-(2,4-dichlorophenyl)-3,6-diethylpyrazin-2-amine but substituting propionyl chloride and making non-critical variations provided the title compound as an oil: 1H NMR (400 MHz, DMSO) δ) 7.71, 7.50, 7.41, 6.00, 5.98, 4.68, 4.52, 4.22, 4.11, 3.85-3.39, 2.68, 2.37, 2.25, 1.24-0.85; HRMS (FAB) calcd for C23H30Cl2N4O2+H 465.1824, found 465.1825. Run in C(Cl)Cl (CH2Cl2). Starting materials: ClC1=CC=C(C=C1)C=C1CC1 (1-chloro-4-(cyclopropylidenemethyl)benzene), ClC1=CC(=CC=C1)C(=O)OO (m-chloroperbenzoic acid). Procedure: To a solution of 1-chloro-4-(cyclopropylidenemethyl)benzene (5 g, 30 mmol) in CH2Cl2 (80 ml) was added in 5 separate portions m-chloroperbenzoic acid (5.3 g, 30 mmol) at 0° C. After stirring at 0° C. for 3 h, the reaction mixture was washed with saturated NaHCO3 aqueous solution and brine, dried over Na2SO4 and concentrated. To the crude product in CH2Cl2 (40 ml) was added 10% HBF4 (11.6 ml 48% HBF4 and 46 ml H2O). After stirring at rt for 17 h, the mixture was extracted with CH2Cl2, washed with... Conditions: temperature 0 celsius, time 3 hour. RXN SMILES: [Cl:1][C:2]1[CH:7]=[CH:6][C:5]([CH:8]=[C:9]2[CH2:11][CH2:10]2)=[CH:4][CH:3]=1.ClC1C=CC=C(C(OO)=[O:20])C=1>C(Cl)Cl>[Cl:1][C:2]1[CH:3]=[CH:4][C:5]([CH:8]2[CH2:10][CH2:11][C:9]2=[O:20])=[CH:6][CH:7]=1. Product: ClC1=CC=C(C=C1)C1C(CC1)=O (2-(4-chlorophenyl)cyclobutanone). The yield is 64.0%. Reactants: Brc1ccc(-c2ccn(C(c3ccccc3)(c3ccccc3)c3ccccc3)n2)cn1, C[O-], CO, CN(C)C=O, CCOC(C)=O, [Na+], C1CCOC1, O. The product is COc1ccc(-c2ccn(C(c3ccccc3)(c3ccccc3)c3ccccc3)n2)cn1. Reaction SMILES: [Br:1][c:2]1[n:3][cH:4][c:5](-[c:8]2[n:9][n:10]([C:13]([c:14]3[cH:15][cH:16][cH:17][cH:18][cH:19]3)([c:20]3[cH:21][cH:22][cH:23][cH:24][cH:25]3)[c:26]3[cH:27][cH:28][cH:29][cH:30][cH:31]3)[cH:11][cH:12]2)[cH:6][cH:7]1.[CH3:32][O-:33].[CH3:35][OH:36].[CH3:37][N:38]([CH:39]=[O:40])[CH3:41].[CH3:48][CH2:49][O:50][C:51](=[O:52])[CH3:53].[Na+:34].[O:43]1[CH2:44][CH2:45][CH2:46][CH2:47]1.[OH2:42]>>[c:2]1([O:40][CH3:39])[n:3][cH:4][c:5](-[c:8]2[n:9][n:10]([C:13]([c:14]3[cH:15][cH:16][cH:17][cH:18][cH:19]3)([c:20]3[cH:21][cH:22][cH:23][cH:24][cH:25]3)[c:26]3[cH:27][cH:28][cH:29][cH:30][cH:31]3)[cH:11][cH:12]2)[cH:6][cH:7]1.